Dataset: the Open Reaction Database (ORD), a public repository of structured organic reaction records. Task: describe an organic reaction: reactants, conditions, products, and yield Procedure details: The same product is obtained from 8.05 g of 7α-(5-hydroxypentyl)-estr-4-ene-3,17-dione (Example 1b) by a 3.5-hour reaction with 8.66 g of triphenylphosphine in 85 ml of carbon tetrachloride and 30 ml of acetonitrile at room temperature. The reaction mixture is diluted with dichloromethane, shaken out with saturated bicarbonate solution and with saturated common salt solution, dried with sodium sulfate and concentrated by evaporation in a vacuum. The residue is chromatographed on silica gel with ... Run in ClCCl (dichloromethane), C(C)#N (acetonitrile). As a reaction SMILES: O[CH2:2][CH2:3][CH2:4][CH2:5][CH2:6][C@@H:7]1[CH2:24][C:23]2[C@H:18]([CH2:19][CH2:20][C:21](=[O:25])[CH:22]=2)[C@@H:17]2[C@@H:8]1[C@H:9]1[C@@:13]([CH2:15][CH2:16]2)([CH3:14])[C:12](=[O:26])[CH2:11][CH2:10]1.C1(P(C2C=CC=CC=2)C2C=CC=CC=2)C=CC=CC=1.C(=O)(O)[O-].C(Cl)(Cl)(Cl)[Cl:51]>C(#N)C.ClCCl>[Cl:51][CH2:2][CH2:3][CH2:4][CH2:5][CH2:6][C@@H:7]1[CH2:24][C:23]2[C@H:18]([CH2:19][CH2:20][C:21](=[O:25])[CH:22]=2)[C@@H:17]2[C@@H:8]1[C@H:9]1[C@@:13]([CH2:15][CH2:16]2)([CH3:14])[C:12](=[O:26])[CH2:11][CH2:10]1. Reactants: OCCCCC[C@H]1[C@H]2[C@@H]3CCC([C@@]3(C)CC[C@@H]2[C@H]2CCC(C=C2C1)=O)=O (7α-(5-hydroxypentyl)-estr-4-ene-3,17-dione), C([O-])(O)=O (bicarbonate), C1(=CC=CC=C1)P(C1=CC=CC=C1)C1=CC=CC=C1 (triphenylphosphine), C(Cl)(Cl)(Cl)Cl (carbon tetrachloride). Yields the product ClCCCCC[C@H]1[C@H]2[C@@H]3CCC([C@@]3(C)CC[C@@H]2[C@H]2CCC(C=C2C1)=O)=O (7α-(5-chloropentyl)-estr-4-ene-3,17-dione). Reactants: C1(CCCCCO1)=O (ε-caprolactone), CCCCC(CC)C(=O)[O-].CCCCC(CC)C(=O)[O-].[Sn+2] (stannous octoate). Solvent: C(COCCO)O (diethylene glycol). Conditions: temperature 200 celsius. Yields the product C1C(=O)OCC(=O)O1.C1(CC(CCC)O1)=O (Glycolide b-Caprolactone). RXN SMILES: [C:1]1(=[O:8])[O:7]CCCC[CH2:2]1.CCCC[CH:13]([C:16]([O-:18])=[O:17])CC.[CH3:19][CH2:20][CH2:21][CH2:22][CH:23]([C:26]([O-:28])=[O:27])CC.[Sn+2]>C(O)COCCO>[CH2:2]1[O:18][C:16](=[O:17])[CH2:13][O:8][C:1]1=[O:7].[C:26]1(=[O:28])[O:27][CH:22]([CH2:21][CH2:20][CH3:19])[CH2:23]1 |f:1.2.3,5.6|. Procedure details: ε-caprolactone (Cap), diethylene glycol (DEG), and stannous octoate were combined and melted under a nitrogen atmosphere. The mixture was charged into a nitrogen purged stirred reactor at 200° C. The contents were stirred at this temperature until maximum melt viscosity was achieved. Glycolide was melted under nitrogen and charged into the reactor. The temperature was increased to 225° C. over a 15 minute period, and the contents maintained at 225° C. until maximum melt viscosity was obtained. T... The reactants are OC1=C(C(=O)OC)C=CC(=C1)OCC1=CSC=C1 (methyl 2-hydroxy-4-(3-thienylmethoxy)benzoate), [H-].[Na+] (sodium hydride), C[Si](CCOCCl)(C)C (2-(trimethyl-silyl)ethoxymethyl chloride). Solvent: CN(C=O)C (dimethylformamide). Conditions: time 3 hour. Product: S1C=C(C=C1)COC1=CC(=C(C(=O)OC)C=C1)OCOCC[Si](C)(C)C (methyl 4-(3-thienylmethoxy)-2-(2-trimethylsilylethoxy)methoxybenzoate). RXN SMILES: [H-].[Na+].[OH:3][C:4]1[CH:13]=[C:12]([O:14][CH2:15][C:16]2[CH:20]=[CH:19][S:18][CH:17]=2)[CH:11]=[CH:10][C:5]=1[C:6]([O:8][CH3:9])=[O:7].[CH3:21][Si:22]([CH3:29])([CH3:28])[CH2:23][CH2:24][O:25][CH2:26]Cl>CN(C)C=O>[S:18]1[CH:19]=[CH:20][C:16]([CH2:15][O:14][C:12]2[CH:11]=[CH:10][C:5]([C:6]([O:8][CH3:9])=[O:7])=[C:4]([O:3][CH2:26][O:25][CH2:24][CH2:23][Si:22]([CH3:29])([CH3:28])[CH3:21])[CH:13]=2)=[CH:17]1 |f:0.1|. Reported procedure: A stirred suspension of sodium hydride (1.53 g; 60% w/v dispersion in mineral oil; 38.3 mmol) in dimethylformamide (100 mL) is treated, portionwise, with methyl 2-hydroxy-4-(3-thienylmethoxy)benzoate (8.44 g) and stirred for 40 minutes. The mixture is treated with 2-(trimethyl-silyl)ethoxymethyl chloride (6.39 g), in one portion, and stirred at ambient temperature for three hours. It is then evaporated to dryness and the resulting residue is partitioned between water (100 mL) and ethyl acetate (... Reactants: IC1=CC=C(C=C1)N(S(=O)(=O)C1=C(C=C(C=C1C)C)C)CC1=CC(=CC=C1)OC1OCCCC1 (N-(4-iodo-phenyl)-2,4,6-trimethyl-N-[3-(tetrahydro-pyran-2-yloxy)-benzyl]-benzenesulfonamide), Cl (HCl), solution, C(C)[SiH](CC)CC (triethylsilane), C([O-])(O)=O.[Na+] (sodium bicarbonate). The solvent is O1CCCC1 (tetrahydrofuran), O1CCOCC1 (1,4-dioxane). Run at time 8 hour. The product is OC=1C=C(CN(S(=O)(=O)C2=C(C=C(C=C2C)C)C)C2=CC=C(C=C2)I)C=CC1 (N-(3-Hydroxy-benzyl)-N-(4-iodo-phenyl)-2,4,6-trimethyl-benzenesulfonamide). Isolated yield 82.5%. As a reaction SMILES: [I:1][C:2]1[CH:7]=[CH:6][C:5]([N:8]([CH2:21][C:22]2[CH:27]=[CH:26][CH:25]=[C:24]([O:28]C3CCCCO3)[CH:23]=2)[S:9]([C:12]2[C:17]([CH3:18])=[CH:16][C:15]([CH3:19])=[CH:14][C:13]=2[CH3:20])(=[O:11])=[O:10])=[CH:4][CH:3]=1.Cl.C([SiH](CC)CC)C.C(=O)(O)[O-].[Na+]>O1CCCC1.O1CCOCC1>[OH:28][C:24]1[CH:23]=[C:22]([CH:27]=[CH:26][CH:25]=1)[CH2:21][N:8]([C:5]1[CH:4]=[CH:3][C:2]([I:1])=[CH:7][CH:6]=1)[S:9]([C:12]1[C:17]([CH3:18])=[CH:16][C:15]([CH3:19])=[CH:14][C:13]=1[CH3:20])(=[O:11])=[O:10] |f:3.4|. Procedure details: To a solution of N-(4-iodo-phenyl)-2,4,6-trimethyl-N-[3-(tetrahydro-pyran-2-yloxy)-benzyl]-benzenesulfonamide (0.506 g, 0.86 mmol) in 5 mL tetrahydrofuran was added HCl (5.35 mL of a 4.0 M solution in 1,4-dioxane, 21.4 mmol) and triethylsilane (1.37 mL, 8.56 mmol). The reaction mixture was stirred at room temperature overnight. Saturated aqueous sodium bicarbonate was added and the mixture was extracted with methylene chloride. The organic layer was separated and concentrated. Medium pressure si... The reactants are B, O=C(CCCC(=O)N1C(=O)OCC1Cc1ccccc1)c1ccc(F)cc1, CSC, Cc1ccccc1, ClCCl. Product: O=C(CCCC(O)c1ccc(F)cc1)N1C(=O)OCC1Cc1ccccc1. As a reaction SMILES: [BH3:31].[CH2:1]([c:2]1[cH:3][cH:4][cH:5][cH:6][cH:7]1)[CH:8]1[N:9]([C:14]([CH2:15][CH2:16][CH2:17][C:18](=[O:19])[c:20]2[cH:21][cH:22][c:23]([F:26])[cH:24][cH:25]2)=[O:27])[C:10](=[O:13])[O:11][CH2:12]1.[CH3:28][S:29][CH3:30].[CH3:32][c:33]1[cH:34][cH:35][cH:36][cH:37][cH:38]1.[Cl:39][CH2:40][Cl:41]>>[CH2:1]([c:2]1[cH:3][cH:4][cH:5][cH:6][cH:7]1)[CH:8]1[N:9]([C:14]([CH2:15][CH2:16][CH2:17][CH:18]([OH:19])[c:20]2[cH:21][cH:22][c:23]([F:26])[cH:24][cH:25]2)=[O:27])[C:10](=[O:13])[O:11][CH2:12]1. Reactants: C1(CC1)C=1N=CC(=NC1)O[C@@H]1C[C@@H]2N(CCNC2)C1 ((7R,8aS)-7-[(5-cyclopropylpyrazin-2-yl)oxy]octahydropyrrolo[1,2-a]-pyrazine), BrC1=C(C=C(C=C1)CC(=O)O)C(F)(F)F (2-(4-bromo-3-(trifluoromethyl)phenyl)acetic acid), C(C)N=C=NCCCN(C)C (1-ethyl-3-(3-dimethylaminopropyl) carbodiimide), O.OC1=CC=CC=2NN=NC21 (hydroxybenzotriazole hydrate), C(C)(C)N(CC)C(C)C (diisopropylethylamine), [Cu]C#N (Copper(I) cyanide). The solvent is ClCCl (dichloromethane). Reaction conditions: time 3 hour. Yields the product C1(CC1)C=1N=CC(=NC1)O[C@@H]1C[C@@H]2N(CCN(C2)C(CC2=CC(=C(C#N)C=C2)C(F)(F)F)=O)C1 (4-{2-[(7R,8aS)-7-[(5-cyclopropylpyrazin-2-yl)oxy]hexahydropyrrolo[1,2-a]pyrazin-2(1H)-yl]-2-oxoethyl}-2-(trifluoromethyl)benzonitrile), solid. The yield is 32.0%. As a reaction SMILES: [CH:1]1([C:4]2[N:5]=[CH:6][C:7]([O:10][C@H:11]3[CH2:19][N:14]4[CH2:15][CH2:16][NH:17][CH2:18][C@@H:13]4[CH2:12]3)=[N:8][CH:9]=2)[CH2:3][CH2:2]1.Br[C:21]1[CH:26]=[CH:25][C:24]([CH2:27][C:28]([OH:30])=O)=[CH:23][C:22]=1[C:31]([F:34])([F:33])[F:32].[CH2:35]([N:37]=C=NCCCN(C)C)C.O.OC1C2N=NNC=2C=CC=1.C(N(C(C)C)CC)(C)C.[Cu]C#N>ClCCl>[CH:1]1([C:4]2[N:5]=[CH:6][C:7]([O:10][C@H:11]3[CH2:19][N:14]4[CH2:15][CH2:16][N:17]([C:28](=[O:30])[CH2:27][C:24]5[CH:25]=[CH:26][C:21]([C:35]#[N:37])=[C:22]([C:31]([F:34])([F:33])[F:32])[CH:23]=5)[CH2:18][C@@H:13]4[CH2:12]3)=[N:8][CH:9]=2)[CH2:3][CH2:2]1 |f:3.4|. Procedure: A mixture of the product from Example 54F (100 mg, 0.300 mmol), 2-(4-bromo-3-(trifluoromethyl)phenyl)acetic acid (127 mg, 0.450 mmol), 1-ethyl-3-(3-dimethylaminopropyl) carbodiimide (115 mg, 0.600 mmol), hydroxybenzotriazole hydrate (92 mg, 0.600 mmol), and diisopropylethylamine (0.262 mL, 1.500 mmol) in dichloromethane (3.0 mL) was stirred at room temperature for 3 hours. The mixture was partitioned between water and ethyl acetate, and the organic extract was dried over Na2SO4. The mixture was ...